From a dataset of the Open Reaction Database (ORD), a public repository of structured organic reaction records. describe an organic reaction: reactants, conditions, products, and yield The reactants are CCCCCCCCCCCCc1ccc2ccccc2c1O, O=S(=O)(O)Cl, ClCCl, O. Yields the product CCCCCCCCCCCCc1cc(S(=O)(=O)Cl)c2ccccc2c1O. RXN SMILES: [CH2:9]([CH2:10][CH2:11][CH2:12][CH2:13][CH2:14][CH2:15][CH2:16][CH2:17][CH2:18][CH2:19][CH3:20])[c:21]1[c:22]([OH:31])[c:23]2[cH:24][cH:25][cH:26][cH:27][c:28]2[cH:29][cH:30]1.[Cl:1][S:2](=[O:3])(=[O:4])[OH:5].[Cl:6][CH2:7][Cl:8].[OH2:32]>>[Cl:1][S:2](=[O:3])(=[O:5])[c:29]1[c:28]2[c:23]([c:22]([OH:31])[c:21]([CH2:9][CH2:10][CH2:11][CH2:12][CH2:13][CH2:14][CH2:15][CH2:16][CH2:17][CH2:18][CH2:19][CH3:20])[cH:30]1)[cH:24][cH:25][cH:26][cH:27]2. Reactants: CCOC(=O)CCN(C)C(=O)c1ccc(NC(c2oc3ccc(OCc4ccccc4)cc3c2C)C(C)C)cc1, CCO, [Na+], [OH-]. The product is Cc1c(C(Nc2ccc(C(=O)N(C)CCC(=O)O)cc2)C(C)C)oc2ccc(OCc3ccccc3)cc12. As a reaction SMILES: [CH2:1]([c:2]1[cH:3][cH:4][cH:5][cH:6][cH:7]1)[O:8][c:9]1[cH:10][cH:11][c:12]2[c:13]([c:14]([CH3:39])[c:15]([CH:17]([CH:18]([CH3:19])[CH3:20])[NH:21][c:22]3[cH:23][cH:24][c:25]([C:28](=[O:29])[N:30]([CH2:31][CH2:32][C:33](=[O:34])[O:35][CH2:36][CH3:37])[CH3:38])[cH:26][cH:27]3)[o:16]2)[cH:40]1.[CH3:43][CH2:44][OH:45].[Na+:42].[OH-:41]>>[CH2:1]([c:2]1[cH:3][cH:4][cH:5][cH:6][cH:7]1)[O:8][c:9]1[cH:10][cH:11][c:12]2[c:13]([c:14]([CH3:39])[c:15]([CH:17]([CH:18]([CH3:19])[CH3:20])[NH:21][c:22]3[cH:23][cH:24][c:25]([C:28](=[O:29])[N:30]([CH2:31][CH2:32][C:33](=[O:34])[OH:35])[CH3:38])[cH:26][cH:27]3)[o:16]2)[cH:40]1.